This data is from the Open Reaction Database (ORD), a public repository of structured organic reaction records. The task is: describe an organic reaction: reactants, conditions, products, and yield As a reaction SMILES: [C:1]([CH3:2])([CH3:3])([CH3:4])[c:5]1[cH:6][c:7]([C:8](=[O:9])[Cl:10])[cH:11][c:12]([C:15]([CH3:16])([CH3:17])[CH3:18])[c:13]1[OH:14].[CH3:31][O:32][CH2:33][CH2:34][O:35][CH3:36].[NH2:19][c:20]1[cH:21][c:22]([C:23](=[O:24])[OH:25])[cH:26][cH:27][c:28]1[O:29][CH3:30]>>[C:1]([CH3:2])([CH3:3])([CH3:4])[c:5]1[cH:6][c:7]([C:8](=[O:9])[NH:19][c:20]2[cH:21][c:22]([C:23](=[O:24])[OH:25])[cH:26][cH:27][c:28]2[O:29][CH3:30])[cH:11][c:12]([C:15]([CH3:16])([CH3:17])[CH3:18])[c:13]1[OH:14]. Yields the product COc1ccc(C(=O)O)cc1NC(=O)c1cc(C(C)(C)C)c(O)c(C(C)(C)C)c1. The reactants are CC(C)(C)c1cc(C(=O)Cl)cc(C(C)(C)C)c1O, COCCOC, COc1ccc(C(=O)O)cc1N. Starting materials: CCCCc1nc2cc(NC(=O)CCC)ccc2n1Cc1ccc(-c2ccccc2C(=O)OC(C)(C)C)cc1, ClCCl, O=C(O)C(F)(F)F. Yields the product CCCCc1nc2cc(NC(=O)CCC)ccc2n1Cc1ccc(-c2ccccc2C(=O)O)cc1. RXN SMILES: [CH2:1]([CH2:2][CH2:3][CH3:4])[c:5]1[n:6][c:7]2[c:8]([n:9]1[CH2:10][c:11]1[cH:12][cH:13][c:14](-[c:17]3[c:18]([C:23](=[O:24])[O:25][C:26]([CH3:27])([CH3:28])[CH3:29])[cH:19][cH:20][cH:21][cH:22]3)[cH:15][cH:16]1)[cH:30][cH:31][c:32]([NH:34][C:35]([CH2:36][CH2:37][CH3:38])=[O:39])[cH:33]2.[CH2:40]([Cl:41])[Cl:42].[F:43][C:44]([F:45])([F:46])[C:47]([OH:48])=[O:49]>>[CH2:1]([CH2:2][CH2:3][CH3:4])[c:5]1[n:6][c:7]2[c:8]([n:9]1[CH2:10][c:11]1[cH:12][cH:13][c:14](-[c:17]3[c:18]([C:23](=[O:24])[OH:25])[cH:19][cH:20][cH:21][cH:22]3)[cH:15][cH:16]1)[cH:30][cH:31][c:32]([NH:34][C:35]([CH2:36][CH2:37][CH3:38])=[O:39])[cH:33]2. The reactants are FC(F)(F)C(F)(Br)C(F)(F)Br, O=C([O-])[O-], CCCS, CN(C)C=O, [K+], [K+], Oc1c(Cl)cccc1Cl. Yields the product FC(F)(F)C(F)(Br)C(F)(F)Oc1c(Cl)cccc1Cl. Reaction SMILES: [Br:20][C:21]([C:22]([C:23]([F:24])([F:25])[F:26])([Br:27])[F:28])([F:29])[F:30].[C:10](=[O:11])([O-:12])[O-:13].[CH2:16]([SH:17])[CH2:18][CH3:19].[CH3:31][N:32]([CH3:33])[CH:34]=[O:35].[K+:14].[K+:15].[OH:1][c:2]1[c:3]([Cl:4])[cH:5][cH:6][cH:7][c:8]1[Cl:9]>>[O:1]([c:2]1[c:3]([Cl:4])[cH:5][cH:6][cH:7][c:8]1[Cl:9])[C:21]([C:22]([C:23]([F:24])([F:25])[F:26])([Br:27])[F:28])([F:29])[F:30]. Reactants: COC(CCn1cc(-c2ccncc2F)c(=O)[nH]c1=O)OC, CO. Yields the product O=CCCn1cc(-c2ccncc2F)c(=O)[nH]c1=O. RXN SMILES: [CH3:1][O:2][CH:3]([CH2:4][CH2:5][n:6]1[c:7](=[O:20])[nH:8][c:9](=[O:19])[c:10](-[c:12]2[c:13]([F:18])[cH:14][n:15][cH:16][cH:17]2)[cH:11]1)[O:21][CH3:22].[CH3:23][OH:24]>>[O:2]=[CH:3][CH2:4][CH2:5][n:6]1[c:7](=[O:20])[nH:8][c:9](=[O:19])[c:10](-[c:12]2[c:13]([F:18])[cH:14][n:15][cH:16][cH:17]2)[cH:11]1. Starting materials: FC1=CC=C(C=C1)NC(C1CCNCC1)C1=CC=C(C=C1)F (N,α-bis(4-fluorophenyl)-4-piperidinemethanamine), C(C)OCCBr (2-bromoethyl ethyl ether), C([O-])(O)=O.[Na+] (sodium bicarbonate), CO.C(Cl)Cl (methanol methylene chloride). Yields the product O.Cl.C(C)OCCN1CCC(CC1)C(NC1=CC=C(C=C1)F)C1=CC=C(C=C1)F (1-(2-Ethoxyethyl)-N,α-bis(4-fluorophenyl)-4-piperidinemethanamine hydrochloride hydrate). Isolated yield 39.8%. As a reaction SMILES: [F:1][C:2]1[CH:7]=[CH:6][C:5]([NH:8][CH:9]([C:16]2[CH:21]=[CH:20][C:19]([F:22])=[CH:18][CH:17]=2)[CH:10]2[CH2:15][CH2:14][NH:13][CH2:12][CH2:11]2)=[CH:4][CH:3]=1.[CH2:23]([O:25][CH2:26][CH2:27]Br)[CH3:24].C(=O)(O)[O-].[Na+].CO.C(Cl)[Cl:37]>>[OH2:25].[ClH:37].[CH2:23]([O:25][CH2:26][CH2:27][N:13]1[CH2:14][CH2:15][CH:10]([CH:9]([C:16]2[CH:17]=[CH:18][C:19]([F:22])=[CH:20][CH:21]=2)[NH:8][C:5]2[CH:4]=[CH:3][C:2]([F:1])=[CH:7][CH:6]=2)[CH2:11][CH2:12]1)[CH3:24] |f:2.3,4.5,6.7.8|. Procedure details: A mixture of N,α-bis(4-fluorophenyl)-4-piperidinemethanamine (3.33 g, 0.011 mol), 2-bromoethyl ethyl ether (1.69 g, 0.011 mol), and sodium bicarbonate (1.68 g, 0.011 mol) was stirred under nitrogen 16 h at room temperature. The mixture was then heated at reflux for 4 h and stirred 16 h at room temperature. The reaction was concentrated to dryness and partitioned between chloroform and water. The chloroform layer was back extracted with 5% sodium hydroxide. The chloroform layer was dried (Na2SO4)... The reactants are Cl.Cl.FC1=CC=C(C=C1)CN1C(=NC=2C1=NC=CC2)CC2CCNCC2 ((4-fluorophenylmethyl)-2-(4-piperidinylmethyl)-3H-imidazo[4,5-b]pyridine dihydrochloride), C([O-])([O-])=O.[Na+].[Na+] (sodium carbonate), CC(CC(C)=O)C (4-methyl-2-pentanone), CS(=O)(=O)OCCC=1SC=CC1 (2-thiopheneethanol methanesulfonate). The solvent is O (water), O (water). Product: Cl.Cl.FC1=CC=C(C=C1)CN1C(=NC=2C1=NC=CC2)CC2CCN(CC2)CCC=2SC=CC2 (3-[(4-fluorophenyl)methyl]-2-[[1-[2-(2-thienyl)ethyl]-4-piperidinyl]methyl]-3H-imidazo[4,5-b]pyridine dihydrochloride). The yield is 76.0%. Reaction SMILES: [ClH:1].Cl.[F:3][C:4]1[CH:9]=[CH:8][C:7]([CH2:10][N:11]2[C:15]3=[N:16][CH:17]=[CH:18][CH:19]=[C:14]3[N:13]=[C:12]2[CH2:20][CH:21]2[CH2:26][CH2:25][NH:24][CH2:23][CH2:22]2)=[CH:6][CH:5]=1.C(=O)([O-])[O-].[Na+].[Na+].CC(C)CC(=O)C.CS(O[CH2:45][CH2:46][C:47]1[S:48][CH:49]=[CH:50][CH:51]=1)(=O)=O>O>[ClH:1].[ClH:1].[F:3][C:4]1[CH:5]=[CH:6][C:7]([CH2:10][N:11]2[C:15]3=[N:16][CH:17]=[CH:18][CH:19]=[C:14]3[N:13]=[C:12]2[CH2:20][CH:21]2[CH2:26][CH2:25][N:24]([CH2:45][CH2:46][C:47]3[S:48][CH:49]=[CH:50][CH:51]=3)[CH2:23][CH2:22]2)=[CH:8][CH:9]=1 |f:0.1.2,3.4.5,9.10.11|. Procedure details: A mixture of 7.9 parts of 3-[(4-fluorophenylmethyl)-2-(4-piperidinylmethyl)-3H-imidazo[4,5-b]pyridine dihydrochloride, 8.5 parts of sodium carbonate and 120 parts of 4-methyl-2-pentanone was stirred and refluxed for 30 minutes using a water separator. 7.8 Parts of 2-thiopheneethanol methanesulfonate (ester) were added and the whole was stirred and refluxed for 4 hours using a water separator. After cooling, the salts were filtered off, washed with 4-methyl-2-pentanone and the filtrate was washed... Reactants: N1=CC=CC=2NC(C3=C(NC21)C=CC=C3)=O (5H-benzo[e]pyrido[3,2-b][1,4]diazepin-6(11H)-one), O (water), [H-].[Na+] (sodium hydride), ClCC(CC(=O)OC)=O (methyl 4-chloro-3-oxobutanoate). Run in CN(C=O)C (dimethylformamide). Reaction conditions: temperature 0 celsius. The product is O=C(CC(=O)OC)CN1C2=C(NC3=C(C1=O)C=CC=C3)N=CC=C2 (methyl 3-oxo-4-(6-oxo-6,11-dihydro-5H-benzo[e]pyrido[3,2-b][1,4]diazepin-5-yl)butanoate). The yield is 17.5%. RXN SMILES: [N:1]1[C:11]2[NH:10][C:9]3[CH:12]=[CH:13][CH:14]=[CH:15][C:8]=3[C:7](=[O:16])[NH:6][C:5]=2[CH:4]=[CH:3][CH:2]=1.[H-].[Na+].Cl[CH2:20][C:21](=[O:27])[CH2:22][C:23]([O:25][CH3:26])=[O:24].O>CN(C)C=O>[O:27]=[C:21]([CH2:20][N:6]1[C:7](=[O:16])[C:8]2[CH:15]=[CH:14][CH:13]=[CH:12][C:9]=2[NH:10][C:11]2[N:1]=[CH:2][CH:3]=[CH:4][C:5]1=2)[CH2:22][C:23]([O:25][CH3:26])=[O:24] |f:1.2|. Procedure details: 5H-benzo[e]pyrido[3,2-b][1,4]diazepin-6(11H)-one (0.5 g, 1 eq.) was suspended in dimethylformamide (DMF) (15 mL). The reaction was cooled to 0° C. and sodium hydride (60% in mineral oil) (230 mg, 2.5 eq.) was added. The reaction was warmed to room temperature and stirred until gas evolution ceased. The reaction was cooled to 0° C. and methyl 4-chloro-3-oxobutanoate (0.360 g, 1 eq.) was added. The reaction was stirred at room temperature overnight. The reaction was poured onto 50 mL water and ext...